This data is from the Open Reaction Database (ORD), a public repository of structured organic reaction records. The task is: describe an organic reaction: reactants, conditions, products, and yield Starting materials: C(C1=CC=CC=C1)(=O)Cl (Benzoyl chloride), solution, C([O-])([O-])=O.[Na+].[Na+] (sodium carbonate), N1[C@@H](CCC1)CO ((S)-2-pyrrolidinemethanol). Solvent: CC(=O)C (acetone), O (water). Conditions: time 30 minute. Product: C(C1=CC=CC=C1)(=O)N1[C@@H](CCC1)CO ((2S)-1-benzoylpyrrolidine-2-methanol). Reaction SMILES: [C:1](Cl)(=[O:8])[C:2]1[CH:7]=[CH:6][CH:5]=[CH:4][CH:3]=1.C(=O)([O-])[O-].[Na+].[Na+].[NH:16]1[CH2:20][CH2:19][CH2:18][C@H:17]1[CH2:21][OH:22]>CC(C)=O.O>[C:1]([N:16]1[CH2:20][CH2:19][CH2:18][C@H:17]1[CH2:21][OH:22])(=[O:8])[C:2]1[CH:7]=[CH:6][CH:5]=[CH:4][CH:3]=1 |f:1.2.3|. Procedure: Benzoyl chloride (18.5 ml) and an aqueous (50 ml) solution of sodium carbonate (17.0 g) were added dropwise to a solution of (S)-2-pyrrolidinemethanol (12.0 g) in a mixture of acetone (70 ml) and water (14 ml). After addition, the reaction mixture was stirred for 30 mins at room temperature. The reaction mixture was filtered. Water was added to the filtrate. The mixture was extracted with methylene chloride. The extract was washed, dried and evaporated. The residue was purified by column chromat... Starting materials: CC(C)(C)OC(NCC[C@H](C1=COC=C1)OC1=C(C=C(C(=C1)Cl)F)C#N)=O ([(3R)-3-(5-Chloro-2-cyano-4-fluorophenoxy)-3-(3-furanyl)propyl]-carbamic acid 1,1-dimethylethyl ester), C(\C=C\C(=O)O)(=O)O (fumaric acid), C([O-])(O)=O.[Na+] (sodium bicarbonate). Run in Cl (HCl), O1CCOCC1 (dioxan). Run at time 10 minute. Product: C(\C=C\C(=O)O)(=O)O.NCC[C@H](C1=COC=C1)OC1=C(C#N)C=C(C(=C1)Cl)F (2-[[(1R)-3-Amino-1-(3-furanyl)propyl]oxy]-4-chloro-5-fluorobenzonitrile fumarate). The yield is 40.0%. RXN SMILES: CC(OC(=O)[NH:7][CH2:8][CH2:9][C@@H:10]([O:16][C:17]1[CH:22]=[C:21]([Cl:23])[C:20]([F:24])=[CH:19][C:18]=1[C:25]#[N:26])[C:11]1[CH:15]=[CH:14][O:13][CH:12]=1)(C)C.C(=O)(O)[O-].[Na+].[C:33]([OH:40])(=[O:39])/[CH:34]=[CH:35]/[C:36]([OH:38])=[O:37]>Cl.O1CCOCC1>[C:33]([OH:40])(=[O:39])/[CH:34]=[CH:35]/[C:36]([OH:38])=[O:37].[NH2:7][CH2:8][CH2:9][C@@H:10]([O:16][C:17]1[CH:22]=[C:21]([Cl:23])[C:20]([F:24])=[CH:19][C:18]=1[C:25]#[N:26])[C:11]1[CH:15]=[CH:14][O:13][CH:12]=1 |f:1.2,6.7|. Procedure details: The product from step (c) (150 mg, 0.3 mmol) was dissolved in 4M HCl in dioxan (10 ml) and stirred at room temperature for 10 minutes. The reaction was placed in an ice-bath and aqueous saturated sodium bicarbonate solution (30 ml) added cautiously. The mixture wa extracted with ethyl acetate (3×50 ml) and the combined extracts were washed with water (20 ml), dried (sodium sulphate) and evaporated in vacuo. The residue was chromatographed on flash silica, eluting with 5% 7N ammonia in methanol i...